Task: describe an organic reaction: reactants, conditions, products, and yield. Dataset: the Open Reaction Database (ORD), a public repository of structured organic reaction records The reactants are COC=1C=C(C=CC1)C(=C1CC2CCC(C1)N2)C2=CSC=C2 (3-[(3-methoxy-phenyl)-thiophen-3-yl-methylene]-8-aza-bicyclo[3.2.1]octane), S1C(=CC=C1)C=O (thiophene-2-carboxaldehyde), CC1=C(C=O)C=CC=C1 (2-methylbenzaldehyde). The product is COC1=CC=C(C=C1)C(=C1CC2CCC(C1)N2CC=2SC=CC2)C2=CSC=C2 (3-[(4-Methoxy-phenyl)-thiophen-3-yl-methylene]-8-thiophen-2-ylmethyl-8-aza-bicyclo[3.2.1]octane). Reaction SMILES: CO[C:3]1[CH:4]=[C:5]([C:9]([C:18]2[CH:22]=[CH:21][S:20][CH:19]=2)=[C:10]2[CH2:16][CH:15]3[NH:17][CH:12]([CH2:13][CH2:14]3)[CH2:11]2)[CH:6]=[CH:7][CH:8]=1.[S:23]1[CH:27]=[CH:26][CH:25]=[C:24]1[CH:28]=O.CC1C=CC=CC=1[CH:33]=[O:34]>>[CH3:33][O:34][C:8]1[CH:7]=[CH:6][C:5]([C:9]([C:18]2[CH:22]=[CH:21][S:20][CH:19]=2)=[C:10]2[CH2:16][CH:15]3[N:17]([CH2:28][C:24]4[S:23][CH:27]=[CH:26][CH:25]=4)[CH:12]([CH2:13][CH2:14]3)[CH2:11]2)=[CH:4][CH:3]=1. Procedure: Following the protocol for Example 15, and substituting 3-[(4-methoxy-phenyl)-thiophen-3-yl-methylene]-8-aza-bicyclo[3.2.1]octane for 3-[(3-methoxy-phenyl)-thiophen-3-yl-methylene]-8-aza-bicyclo[3.2.1]octane and thiophene-2-carboxaldehyde for 2-methylbenzaldehyde the title compound was obtained; MS m/z (MH+) 408; 1H NMR 300 MHz (CDCl3) δ 6.81-7.29 (m, 10H), 3.79 (s, 2H), 3.78 (s, 3H), 3.24-3.33 (m, 2H), 2.22-2.54 (m, 4H), 1.91-2.04 (m, 2H), 1.58- 1.64 (m, 2H). Starting materials: C(C)(C)(C)OC(CBr)=O (Bromo-acetic acid tert-butyl ester), C(C)(C)(C)OC(NC(=N)C=1SC(=C(C1)S(=O)(=O)C=1C=C(C=CC1)C1=C(C=C(C=C1C)O)C)SC)=O ({[4-(4′-hydroxy-2′,6′-dimethyl-biphenyl-3-sulfonyl)-5-methylsulfanyl-thiophen-2-yl]-imino-methyl}-carbamic acid tert-butyl ester), C([O-])([O-])=O.[K+].[K+] (potassium carbonate). The solvent is CC(=O)C (acetone). Run at time 18 hour. Product: C(C)(C)(C)OC(COC1=CC(=C(C(=C1)C)C1=CC(=CC=C1)S(=O)(=O)C1=C(SC(=C1)C(=N)NC(=O)OC(C)(C)C)SC)C)=O ({3′-[5-(tert-Butoxycarbonylamino-imino-methyl)-2-methylsulfanyl-thiophene-3-sulfonyl]-2,6-dimethyl-biphenyl-4-yloxy}-acetic acid tert-butyl ester). Yield: 22.1%. As a reaction SMILES: [C:1]([O:5][C:6](=[O:9])[CH2:7]Br)([CH3:4])([CH3:3])[CH3:2].[C:10]([O:14][C:15](=[O:44])[NH:16][C:17]([C:19]1[S:20][C:21]([S:42][CH3:43])=[C:22]([S:24]([C:27]2[CH:28]=[C:29]([C:33]3[C:38]([CH3:39])=[CH:37][C:36]([OH:40])=[CH:35][C:34]=3[CH3:41])[CH:30]=[CH:31][CH:32]=2)(=[O:26])=[O:25])[CH:23]=1)=[NH:18])([CH3:13])([CH3:12])[CH3:11].C(=O)([O-])[O-].[K+].[K+]>CC(C)=O>[C:1]([O:5][C:6](=[O:9])[CH2:7][O:40][C:36]1[CH:35]=[C:34]([CH3:41])[C:33]([C:29]2[CH:30]=[CH:31][CH:32]=[C:27]([S:24]([C:22]3[CH:23]=[C:19]([C:17]([NH:16][C:15]([O:14][C:10]([CH3:12])([CH3:13])[CH3:11])=[O:44])=[NH:18])[S:20][C:21]=3[S:42][CH3:43])(=[O:26])=[O:25])[CH:28]=2)=[C:38]([CH3:39])[CH:37]=1)([CH3:4])([CH3:3])[CH3:2] |f:2.3.4|. Procedure details: Bromo-acetic acid tert-butyl ester (0.013 mL, 0.085 mmol) was added dropwise to a solution of {[4-(4′-hydroxy-2′,6′-dimethyl-biphenyl-3-sulfonyl)-5-methylsulfanyl-thiophen-2-yl]-imino-methyl}-carbamic acid tert-butyl ester (0.050 g, 0.077 mmol) [example 124, step b] and potassium carbonate (0.021 g, 0.154 mmol) in acetone [1 mL] at room temperature and stirred for 18 hours. The reaction was evaporated and column chromatography (25% EtOAc in hexanes) of the residue yielded the title compound (0.0... As a reaction SMILES: [Br:18][CH2:19][CH2:20][CH2:21][O:22][c:23]1[cH:24][c:25]2[c:29]([cH:30][cH:31]1)[CH:28]([CH:32]([C:33](=[O:34])[O:35][CH3:36])[CH3:37])[CH2:27][CH2:26]2.[C:38](=[O:39])([O-:40])[O-:41].[CH3:1][c:2]1[c:3]([OH:17])[cH:4][cH:5][c:6](-[c:8]2[n:9][c:10]([C:13]([F:14])([F:15])[F:16])[n:11][s:12]2)[cH:7]1.[Cs+:42].[Cs+:43].[O:45]=[CH:46][N:47]([CH3:48])[CH3:49].[OH2:44]>>[CH3:1][c:2]1[c:3]([O:17][CH2:19][CH2:20][CH2:21][O:22][c:23]2[cH:24][c:25]3[c:29]([cH:30][cH:31]2)[CH:28]([CH:32]([C:33](=[O:34])[O:35][CH3:36])[CH3:37])[CH2:27][CH2:26]3)[cH:4][cH:5][c:6](-[c:8]2[n:9][c:10]([C:13]([F:14])([F:15])[F:16])[n:11][s:12]2)[cH:7]1. The product is COC(=O)C(C)C1CCc2cc(OCCCOc3ccc(-c4nc(C(F)(F)F)ns4)cc3C)ccc21. The reactants are COC(=O)C(C)C1CCc2cc(OCCCBr)ccc21, O=C([O-])[O-], Cc1cc(-c2nc(C(F)(F)F)ns2)ccc1O, [Cs+], [Cs+], CN(C)C=O, O. RXN SMILES: [C:11]([CH3:12])([CH3:13])([CH3:14])[O:15][C:16]([N:17]([CH2:18][CH2:19][Cl:23])[CH2:21][CH2:22][Cl:20])=[O:24].[CH3:25][S:26]([CH3:27])=[O:28].[CH3:29][CH2:30][O:31][C:32]([CH3:33])=[O:34].[I:1][c:2]1[cH:3][cH:4][c:5]([CH2:8][C:9]#[N:10])[cH:6][cH:7]1>>[I:1][c:2]1[cH:3][cH:4][c:5]([C:8]2([C:9]#[N:10])[CH2:19][CH2:18][N:17]([C:16]([O:15][C:11]([CH3:12])([CH3:13])[CH3:14])=[O:24])[CH2:21][CH2:22]2)[cH:6][cH:7]1. Yields the product CC(C)(C)OC(=O)N1CCC(C#N)(c2ccc(I)cc2)CC1. The reactants are CC(C)(C)OC(=O)N(CCCl)CCCl, CS(C)=O, CCOC(C)=O, N#CCc1ccc(I)cc1. The reactants are Br, C1CCOC1, C[Si](C)(C)C=[N+]=[N-], CCCCCC, O=C(Cl)Cc1c(F)cccc1Cl, O. Product: O=C(CBr)Cc1c(F)cccc1Cl. RXN SMILES: [BrH:26].[CH2:28]1[O:29][CH2:30][CH2:31][CH2:32]1.[CH3:1][Si:2]([CH:3]=[N+:4]=[N-:5])([CH3:6])[CH3:7].[CH3:8][CH2:9][CH2:10][CH2:11][CH2:12][CH3:13].[Cl:14][c:15]1[c:16]([CH2:22][C:23](=[O:24])[Cl:25])[c:17]([F:21])[cH:18][cH:19][cH:20]1.[OH2:27]>>[CH2:8]([C:23]([CH2:22][c:16]1[c:15]([Cl:14])[cH:20][cH:19][cH:18][c:17]1[F:21])=[O:24])[Br:26]. Reactants: CC(C(C(C)=O)=O)=O (2,3,4-pentanetrione), 3-oxime, N1=CC=C(C=C1)CN (4-pyridylmethylamine), CN(C=O)C (N,N-dimethylformamide). Run at temperature -10 celsius. The product is CC1=C(N=C(N1)C1=CC=NC=C1)C(C)=O (1-[5-Methyl-2-(4-pyridinyl)-1H-imidazol-4-yl]ethanone). As a reaction SMILES: [CH3:1][C:2](=[O:8])[C:3](=O)[C:4](=O)[CH3:5].[N:9]1[CH:14]=[CH:13][C:12]([CH2:15][NH2:16])=[CH:11][CH:10]=1.C[N:18](C)C=O>>[CH3:5][C:4]1[NH:18][C:15]([C:12]2[CH:13]=[CH:14][N:9]=[CH:10][CH:11]=2)=[N:16][C:3]=1[C:2](=[O:8])[CH3:1]. Reported procedure: A mixture of 6.5 g of 2,3,4-pentanetrione, 3-oxime and 6.0 g of 4-pyridylmethylamine in 75 ml of N,N-dimethylformamide was stirred at reflux temperature for 4 hours, then the solvent was removed in vacuo and 100 ml of acetonitrile was added to the residual oil. This mixture was boiled, then cooled at -10° C. The resulting precipitate was collected, washed with 50 ml of cold acetonitrile, air dried and then recrystallized from 150 ml of boiling acetonitrile after treatment with activated charcoal... Starting materials: CC(Cl)Cl, O=P(Cl)(Cl)Cl, Oc1ccnc2ccsc12. Yields the product Clc1ccnc2ccsc12. As a reaction SMILES: [Cl:16][CH:17]([Cl:18])[CH3:19].[P:11]([Cl:12])([Cl:13])([Cl:14])=[O:15].[s:1]1[cH:2][cH:3][c:4]2[n:5][cH:6][cH:7][c:8]([OH:10])[c:9]12>>[s:1]1[cH:2][cH:3][c:4]2[n:5][cH:6][cH:7][c:8]([Cl:13])[c:9]12. The reactants are NC=1C=C2C=CC(=NC2=CC1)C (6-amino-2-methylquinoline), ClC1=CC=C(CN2C=CC3=CC=CC=C23)C=C1 (1-(4-chlorobenzyl)indole), C(C(=O)Cl)(=O)Cl (oxalyl chloride). Solvent: C1CCOC1 (THF), CCOCC (ether), CCOCC (ether). Conditions: temperature -4 celsius, time 8 hour. Yields the product CC1=NC2=CC=C(C=C2C=C1)NC(C(=O)C1=CN(C2=CC=CC=C12)CC1=CC=C(C=C1)Cl)=O (N-(2-methyl-6-quinolyl)-[1-(4-chlorobenzyl)indole-3-yl]glyoxylamide). As a reaction SMILES: [Cl:1][C:2]1[CH:17]=[CH:16][C:5]([CH2:6][N:7]2[C:15]3[C:10](=[CH:11][CH:12]=[CH:13][CH:14]=3)[CH:9]=[CH:8]2)=[CH:4][CH:3]=1.[C:18](Cl)(=[O:22])[C:19](Cl)=[O:20].[NH2:24][C:25]1[CH:26]=[C:27]2[C:32](=[CH:33][CH:34]=1)[N:31]=[C:30]([CH3:35])[CH:29]=[CH:28]2>CCOCC.C1COCC1>[CH3:35][C:30]1[CH:29]=[CH:28][C:27]2[C:32](=[CH:33][CH:34]=[C:25]([NH:24][C:18](=[O:22])[C:19]([C:9]3[C:10]4[C:15](=[CH:14][CH:13]=[CH:12][CH:11]=4)[N:7]([CH2:6][C:5]4[CH:4]=[CH:3][C:2]([Cl:1])=[CH:17][CH:16]=4)[CH:8]=3)=[O:20])[CH:26]=2)[N:31]=1. Procedure: At 0° C. and under nitrogen, a solution of 10.2 g (42.2 mmol) of 1-(4-chlorobenzyl)indole in 50 ml of ether is added dropwise to a solution of 5.50 ml of oxalyl chloride in 50 ml of ether. The mixture is heated at reflux for 2 hours and the solvent is then evaporated. 100 ml of tetrahydrofuran were then added to the residue and the solution was cooled to −4° C. and treated dropwise with a solution of 15.66 g (99.0 mmol) of 6-amino-2-methylquinoline in 350 ml of THF. The mixture is heated at refl...